This data is from the Open Reaction Database (ORD), a public repository of structured organic reaction records. The task is: describe an organic reaction: reactants, conditions, products, and yield The reactants are COC([C@H]1N(C[C@@H](C1)S(=O)(=O)C)C(=O)OC(C)(C)C)=O (N-Boc-(2S,4R)-4-methanesulfonylproline methylester), [N-]=[N+]=[N-].[Na+] (sodium azide). Solvent: CN(C)C=O (DMF). Product: COC([C@H]1N(C[C@H](C1)N=[N+]=[N-])C(=O)OC(C)(C)C)=O (N-Boc-(2S,4S)-4-Azidoproline methylester), 9c. RXN SMILES: [CH3:1][O:2][C:3](=[O:20])[C@@H:4]1[CH2:8][C@@H:7](S(C)(=O)=O)[CH2:6][N:5]1[C:13]([O:15][C:16]([CH3:19])([CH3:18])[CH3:17])=[O:14].[N-:21]=[N+:22]=[N-:23].[Na+]>CN(C=O)C>[CH3:1][O:2][C:3](=[O:20])[C@@H:4]1[CH2:8][C@H:7]([N:21]=[N+:22]=[N-:23])[CH2:6][N:5]1[C:13]([O:15][C:16]([CH3:19])([CH3:18])[CH3:17])=[O:14] |f:1.2|. Procedure: N-Boc-(2S,4R)-4-methanesulfonylproline methylester was taken in DMF (10 mL) to which sodium azide (1.30 g, 20.0 mmol) was added and heated at 75–80° C. overnight. DMF was removed and the product was extracted with ethyl acetate (100 mL) and washed with water (50 mL). The azide product 9c (P=Boc, m=1, R9=azide) was obtained (0.98 g, 90%) on removal of solvent.